This data is from the Open Reaction Database (ORD), a public repository of structured organic reaction records. The task is: describe an organic reaction: reactants, conditions, products, and yield The reactants are COC(=O)C(Cc1cccc2ccccc12)(CC(C)C)NC(=O)CCC(=O)N1CCOCC1, CO, [Na+], [OH-]. Yields the product CC(C)CC(Cc1cccc2ccccc12)(NC(=O)CCC(=O)N1CCOCC1)C(=O)O. As a reaction SMILES: [CH3:1][O:2][C:3]([C:4]([NH:5][C:6]([CH2:7][CH2:8][C:9](=[O:10])[N:11]1[CH2:12][CH2:13][O:14][CH2:15][CH2:16]1)=[O:17])([CH2:18][CH:19]([CH3:20])[CH3:21])[CH2:22][c:23]1[cH:24][cH:25][cH:26][c:27]2[cH:28][cH:29][cH:30][cH:31][c:32]12)=[O:33].[CH3:36][OH:37].[Na+:35].[OH-:34]>>[O:2]=[C:3]([C:4]([NH:5][C:6]([CH2:7][CH2:8][C:9](=[O:10])[N:11]1[CH2:12][CH2:13][O:14][CH2:15][CH2:16]1)=[O:17])([CH2:18][CH:19]([CH3:20])[CH3:21])[CH2:22][c:23]1[cH:24][cH:25][cH:26][c:27]2[cH:28][cH:29][cH:30][cH:31][c:32]12)[OH:33]. Starting materials: CC(=O)O[BH-](OC(C)=O)OC(C)=O, O=C1CCc2cc3c(cc21)NC(=O)C1CCCC31, C1CCOC1, CC(=O)O, CCOC(C)=O, NCc1cccc(Cl)c1, ClCCCl, [Na+]. Product: O=C1Nc2cc3c(cc2C2CCCC12)CCC3NCc1cccc(Cl)c1. Reaction SMILES: [C:28]([O:29][BH-:30]([O:31][C:32](=[O:33])[CH3:34])[O:35][C:36](=[O:37])[CH3:38])(=[O:39])[CH3:40].[CH2:1]1[CH2:2][CH2:3][CH:4]2[C:5](=[O:18])[NH:6][c:7]3[cH:8][c:9]4[c:10]([cH:11][c:12]3[CH:13]12)[CH2:14][CH2:15][C:16]4=[O:17].[CH2:50]1[O:51][CH2:52][CH2:53][CH2:54]1.[CH3:42][C:43](=[O:44])[OH:45].[CH3:55][CH2:56][O:57][C:58](=[O:59])[CH3:60].[Cl:19][c:20]1[cH:21][c:22]([CH2:23][NH2:24])[cH:25][cH:26][cH:27]1.[Cl:46][CH2:47][CH2:48][Cl:49].[Na+:41]>>[CH2:1]1[CH2:2][CH2:3][CH:4]2[C:5](=[O:18])[NH:6][c:7]3[cH:8][c:9]4[c:10]([cH:11][c:12]3[CH:13]12)[CH2:14][CH2:15][CH:16]4[NH:24][CH2:23][c:22]1[cH:21][c:20]([Cl:19])[cH:27][cH:26][cH:25]1. The reactants are FC=1C=C(C=C2C(=C(C(NC12)=O)C(=O)OCC)O)I (ethyl 8-fluoro-4-hydroxy-6-iodoquinolone-3-carboxylate), C1CCOC1 (THF), [Li+].[OH-] (LiOH). Solvent: CO (MeOH), C(C)(=O)O (acetic acid). Reaction conditions: temperature 40 celsius. Product: FC=1C=C(C=C2C=C(C=NC12)C(=O)O)I (8-fluoro-6-iodoquinoline-3-carboxylic acid). Yield: 70.6%. Reaction SMILES: [F:1][C:2]1[CH:3]=[C:4]([I:19])[CH:5]=[C:6]2[C:11]=1[NH:10][C:9](=O)[C:8]([C:13]([O:15]CC)=[O:14])=[C:7]2O.C1COCC1.[Li+].[OH-]>CO.C(O)(=O)C>[F:1][C:2]1[CH:3]=[C:4]([I:19])[CH:5]=[C:6]2[C:11]=1[N:10]=[CH:9][C:8]([C:13]([OH:15])=[O:14])=[CH:7]2 |f:2.3|. Procedure details: To a solution of ethyl 8-fluoro-4-hydroxy-6-iodoquinolone-3-carboxylate (1.5 g) in 60 mL of 1:1 MeOH:THF is added 16 mL of 1M LiOH. The reaction is maintained at 40° C. overnight. The reaction mixture is cooled to room temperature, then diluted with 40 mL glacial acetic acid. The resulting precipitate is collected, washed with H2O, and dried to yield 0.890 g of 8-fluoro-6-iodoquinoline-3-carboxylic acid as a white solid. This acid (0.25 g) and 1,1'-carbonyldiimidazole (0.146 g) are dissolved in ... Reactants: C(C)(C)(C)OC(NCC1=C(C(=CC(=C1)C(NC)=O)Cl)F)=O ((3-chloro-2-fluoro-5-methylcarbamoyl-benzyl)-carbamic acid tert-butyl ester), C(=O)(C(F)(F)F)O (TFA). The solvent is C(Cl)Cl (CH2Cl2). Yields the product NCC=1C=C(C(=O)NC)C=C(C1F)Cl (3-Aminomethyl-5-chloro-4-fluoro-N-methyl-benzamide). RXN SMILES: C(OC(=O)[NH:7][CH2:8][C:9]1[CH:14]=[C:13]([C:15](=[O:18])[NH:16][CH3:17])[CH:12]=[C:11]([Cl:19])[C:10]=1[F:20])(C)(C)C.C(O)(C(F)(F)F)=O>C(Cl)Cl>[NH2:7][CH2:8][C:9]1[CH:14]=[C:13]([CH:12]=[C:11]([Cl:19])[C:10]=1[F:20])[C:15]([NH:16][CH3:17])=[O:18]. Reported procedure: was prepared according to Scheme C3 (step B) from (3-chloro-2-fluoro-5-methylcarbamoyl-benzyl)-carbamic acid tert-butyl ester (99 mg, 0.3 mmol) and TFA (0.5 mL) in CH2Cl2. MS (LC-MS): 217.0 [M]+; tR (HPLC conditions c): 2.39 min. Reactants: CCN, C1COCCO1, CO, [Cl-], [NH4+], O, c1ccc(C(Oc2cccc3ccsc23)C2CO2)cc1. Product: CCNCC(O)C(Oc1cccc2ccsc12)c1ccccc1, Cl. Reaction SMILES: [CH2:1]([CH3:2])[NH2:3].[CH2:29]1[O:30][CH2:31][CH2:32][O:33][CH2:34]1.[CH3:27][OH:28].[Cl-:25].[NH4+:26].[OH2:24].[s:4]1[c:5]2[c:6]([cH:7][cH:8]1)[cH:9][cH:10][cH:11][c:12]2[O:13][CH:14]([CH:15]1[O:16][CH2:17]1)[c:18]1[cH:19][cH:20][cH:21][cH:22][cH:23]1>>[CH2:1]([CH3:2])[NH:3][CH2:17][CH:15]([CH:14]([O:13][c:12]1[c:5]2[s:4][cH:8][cH:7][c:6]2[cH:9][cH:10][cH:11]1)[c:18]1[cH:19][cH:20][cH:21][cH:22][cH:23]1)[OH:16].[ClH:25]. Starting materials: BrCC(CCl)Br (1,2-dibromo-3-chloropropane), C(#N)CN1C=NC=C1 (1-cyanomethylimidazole), C(=S)=S (carbon disulfide), [OH-].[K+] (potassium hydroxide). Solvent: O (water), CS(=O)C (dimethyl sulfoxide). Run at time 1 hour. Product: N1(C=NC=C1)C(C#N)=C1SCC(S1)CCl (2-(1-imidazolyl)-2-(4-chloromethyl-1,3-dithiolan-2-ylidene)acetonitrile). The yield is 62.1%. Reaction SMILES: [C:1]([CH2:3][N:4]1[CH:8]=[CH:7][N:6]=[CH:5]1)#[N:2].[C:9](=[S:11])=[S:10].[OH-].[K+].Br[CH2:15][CH:16](Br)[CH2:17][Cl:18]>O.CS(C)=O>[N:4]1([C:3](=[C:9]2[S:11][CH:16]([CH2:17][Cl:18])[CH2:15][S:10]2)[C:1]#[N:2])[CH:8]=[CH:7][N:6]=[CH:5]1 |f:2.3|. Procedure: To a mixed solution of 0.55 g (0.005 mole) of 1-cyanomethylimidazole, 0.4 g (0.005 mole) of carbon disulfide and 10 ml of dimethyl sulfoxide was added 0.8 g (0.014 mole) of potassium hydroxide power with stirring, and the reaction was carried out at room temperature for 1 hour. Then, 1.4 g (0.006 mole) of 1,2-dibromo-3-chloropropane was added dropwise with stirring, and the resulting solution was subjected to reaction for 2 hours. After completion of the reaction, 20 ml of water was added to the... Starting materials: C1COC2(CN(S(C3=C2N(C=2C=CC=CC32)C)(=O)=O)C)O1 (2,5-dihydro-2,5-dimethyl-1,2-thiazino[5,6-b]-indole-4(3H)-one-1,1-dioxide-ethylene ketal). Solvent: Cl (hydrochloric acid), CO (methanol). Product: CN1S(C2=C(N(C=3C=CC=CC23)C)C(C1)=O)(=O)=O (2,5-dihydro-2,5-dimethyl-1,2-thiazino-[5,6-b]indole-4(3H)-one-1,1-dioxide). Yield: 81.8%. RXN SMILES: C1O[C:4]2([C:9]3[N:10]([CH3:17])[C:11]4[CH:12]=[CH:13][CH:14]=[CH:15][C:16]=4[C:8]=3[S:7](=[O:19])(=[O:18])[N:6]([CH3:20])[CH2:5]2)[O:3]C1>Cl.CO>[CH3:20][N:6]1[CH2:5][C:4](=[O:3])[C:9]2[N:10]([CH3:17])[C:11]3[CH:12]=[CH:13][CH:14]=[CH:15][C:16]=3[C:8]=2[S:7]1(=[O:19])=[O:18]. Procedure details: 2.2 gm (7.4 millimols) of 2,5-dihydro-2,5-dimethyl-1,2-thiazino[5,6-b]-indole-4(3H)-one-1,1-dioxide-ethylene ketal were refluxed for one hour in a mixture of 60 ml of 9% hydrochloric acid and 60 ml of methanol. Subsequently, the mixture was evaporated to dryness in vacuo. After taking up the residue in methylene chloride, washing the solution with water, drying and evaporating it, and recrystallizing the raw product from ethanol, 1.6 gm (82% of theory) of 2,5-dihydro-2,5-dimethyl-1,2-thiazino-[5... The reactants are CC(=O)O, C=CCn1c(Cl)nc2c1c(=O)[nH]c(=O)n2CCCCF, ClCCl, [SiH3]c1ccccc1. Yields the product O=c1[nH]c(=O)n(CCCCF)c2nc(Cl)[nH]c12. RXN SMILES: [CH3:21][C:22](=[O:23])[OH:24].[Cl:1][c:2]1[n:3][c:4]2[n:5]([CH2:16][CH2:17][CH2:18][CH2:19][F:20])[c:6](=[O:15])[nH:7][c:8](=[O:14])[c:9]2[n:10]1[CH2:11][CH:12]=[CH2:13].[Cl:32][CH2:33][Cl:34].[c:25]1([SiH3:26])[cH:27][cH:28][cH:29][cH:30][cH:31]1>>[Cl:1][c:2]1[n:3][c:4]2[n:5]([CH2:16][CH2:17][CH2:18][CH2:19][F:20])[c:6](=[O:15])[nH:7][c:8](=[O:14])[c:9]2[nH:10]1. As a reaction SMILES: [Br:1][CH2:2][c:3]1[n:4]([CH3:28])[c:5]2[n:6][c:7](-[n:18]3[c:19]([CH3:27])[n:20][c:21]4[c:22]3[cH:23][cH:24][cH:25][cH:26]4)[n:8][c:9]([N:12]3[CH2:13][CH2:14][O:15][CH2:16][CH2:17]3)[c:10]2[n:11]1.[O:29]1[CH2:30][CH2:31][CH:32]([NH2:35])[CH2:33][CH2:34]1>>[CH2:2]([c:3]1[n:4]([CH3:28])[c:5]2[n:6][c:7](-[n:18]3[c:19]([CH3:27])[n:20][c:21]4[c:22]3[cH:23][cH:24][cH:25][cH:26]4)[n:8][c:9]([N:12]3[CH2:13][CH2:14][O:15][CH2:16][CH2:17]3)[c:10]2[n:11]1)[NH:35][CH:32]1[CH2:31][CH2:30][O:29][CH2:34][CH2:33]1. Starting materials: Cc1nc2ccccc2n1-c1nc(N2CCOCC2)c2nc(CBr)n(C)c2n1, NC1CCOCC1. Yields the product Cc1nc2ccccc2n1-c1nc(N2CCOCC2)c2nc(CNC3CCOCC3)n(C)c2n1.